Dataset: the Open Reaction Database (ORD), a public repository of structured organic reaction records. Task: describe an organic reaction: reactants, conditions, products, and yield Starting materials: CC(C)(C)OC(=O)N1CCC(CCN)CC1, C1COCCO1, O=C(NC1CC1)c1cccc2sc(-c3nc(Cl)ncc3Cl)cc12, CCN(C(C)C)C(C)C. The product is CC(C)(C)OC(=O)N1CCC(CCNc2ncc(Cl)c(-c3cc4c(C(=O)NC5CC5)cccc4s3)n2)CC1. As a reaction SMILES: [C:1]([CH3:2])([CH3:3])([CH3:4])[O:5][C:6](=[O:7])[N:8]1[CH2:9][CH2:10][CH:11]([CH2:14][CH2:15][NH2:16])[CH2:12][CH2:13]1.[CH2:49]1[O:50][CH2:51][CH2:52][O:53][CH2:54]1.[CH:17]1([NH:20][C:21](=[O:22])[c:23]2[cH:24][cH:25][cH:26][c:27]3[s:28][c:29](-[c:32]4[n:33][c:34]([Cl:39])[n:35][cH:36][c:37]4[Cl:38])[cH:30][c:31]23)[CH2:18][CH2:19]1.[CH:40]([N:41]([CH:42]([CH3:43])[CH3:44])[CH2:45][CH3:46])([CH3:47])[CH3:48]>>[C:1]([CH3:2])([CH3:3])([CH3:4])[O:5][C:6](=[O:7])[N:8]1[CH2:9][CH2:10][CH:11]([CH2:14][CH2:15][NH:16][c:34]2[n:33][c:32](-[c:29]3[s:28][c:27]4[cH:26][cH:25][cH:24][c:23]([C:21]([NH:20][CH:17]5[CH2:18][CH2:19]5)=[O:22])[c:31]4[cH:30]3)[c:37]([Cl:38])[cH:36][n:35]2)[CH2:12][CH2:13]1. Starting materials: [Br-], CN(C)C=C1C(=O)OC(C)(C)OC1=O, [Mg+]C1CC1, C1CCOC1. Product: CC1(C)OC(=O)C(=CC2CC2)C(=O)O1. RXN SMILES: [Br-:1].[CH3:6][N:7]([CH3:8])[CH:9]=[C:10]1[C:11](=[O:19])[O:12][C:13]([CH3:17])([CH3:18])[O:14][C:15]1=[O:16].[CH:2]1([Mg+:5])[CH2:3][CH2:4]1.[O:20]1[CH2:21][CH2:22][CH2:23][CH2:24]1>>[CH:2]1([CH:9]=[C:10]2[C:11](=[O:19])[O:12][C:13]([CH3:17])([CH3:18])[O:14][C:15]2=[O:16])[CH2:3][CH2:4]1. Reaction SMILES: [Cl:1][C:2]1[CH:7]=[CH:6][CH:5]=[C:4]([Cl:8])[C:3]=1[NH:9][C:10]1[NH:11][C:12]2[C:21]3[C:20](=[O:22])[NH:19][CH:18](O)[C:17](C)([CH3:24])[C:16]=3[CH:15]=[CH:14][C:13]=2[N:26]=1.[C:27]([O-])(O)=O.[Na+]>OS(O)(=O)=O>[Cl:8][C:4]1[CH:5]=[CH:6][CH:7]=[C:2]([Cl:1])[C:3]=1[NH:9][C:10]1[NH:11][C:12]2[C:21]3[C:20](=[O:22])[NH:19][C:18]([CH3:27])=[C:17]([CH3:24])[C:16]=3[CH:15]=[CH:14][C:13]=2[N:26]=1 |f:1.2|. The yield is 84.0%. Yields the product ClC1=C(C(=CC=C1)Cl)NC=1NC2=C(C=CC=3C(=C(NC(C23)=O)C)C)N1 (2-(2,6-Dichlorophenylamino)-6,7-dimethyl-1,8-dihydro-imidazo[4,5-h]isoquinoline-9-one). Solvent: OS(=O)(=O)O (H2SO4). Procedure details: 2-(2,6-Dichlorophenylamino)-6,6-dimethyl-7-hydroxy-7,8-dihydro-1H,6H-imidazo[4,5-h]isoquinoline-9-one (from Example 2) (45 mg, 0.11 mmol) was suspended in conc. H2SO4 (10 mL) and the resultant mixture was stirred at ambient temperature for 15 min. The solution was poured over ice, neutralized with NaHCO3 and filtered. The filtrate was triturated with water (10 mL) and centrifuged. The liquid was decanted, and the residual solid was triturated with methanol and centrifuged. The supernatant was de... Reactants: ClC1=C(C(=CC=C1)Cl)NC=1NC2=C(C=CC=3C(C(NC(C23)=O)O)(C)C)N1 (2-(2,6-Dichlorophenylamino)-6,6-dimethyl-7-hydroxy-7,8-dihydro-1H,6H-imidazo[4,5-h]isoquinoline-9-one), resultant mixture, C(=O)(O)[O-].[Na+] (NaHCO3). The reactants are Cc1ccc(S(=O)(=O)OCCc2cccs2)cc1, CN(C)C=O, O=c1[nH]nnn1CCCl, [Na+], [Na+], O=C([O-])[O-], O. The product is O=c1n(CCCl)nnn1CCc1cccs1. Reaction SMILES: [CH3:1][c:2]1[cH:3][cH:4][c:5]([S:6]([O:7][CH2:12][CH2:13][c:14]2[s:15][cH:16][cH:17][cH:18]2)(=[O:8])=[O:9])[cH:10][cH:11]1.[CH3:34][N:35]([CH3:36])[CH:37]=[O:38].[Cl:19][CH2:20][CH2:21][n:22]1[n:23][n:24][nH:25][c:26]1=[O:27].[Na+:28].[Na+:29].[O-:30][C:31](=[O:32])[O-:33].[OH2:39]>>[CH2:12]([CH2:13][c:14]1[s:15][cH:16][cH:17][cH:18]1)[n:25]1[n:24][n:23][n:22]([CH2:21][CH2:20][Cl:19])[c:26]1=[O:27].